This data is from the Open Reaction Database (ORD), a public repository of structured organic reaction records. The task is: describe an organic reaction: reactants, conditions, products, and yield The reactants are NC1=CC=C(CC=2C=NC=CC2)C=C1 (3-(4'-aminobenzyl)pyridine), ice, [OH-].[Na+] (sodium hydroxide), N(=O)[O-].[Na+] (sodium nitrite). Run in O (water), S(O)(O)(=O)=O (sulfuric acid), O (water), S(O)(O)(=O)=O (sulfuric acid), O (water). Reaction conditions: temperature 160 celsius, time 10 minute. The product is OC1=CC=C(CC=2C=NC=CC2)C=C1 (3-(4'-Hydroxybenzyl)pyridine). RXN SMILES: N([O-])=O.[Na+].N[C:6]1[CH:18]=[CH:17][C:9]([CH2:10][C:11]2[CH:12]=[N:13][CH:14]=[CH:15][CH:16]=2)=[CH:8][CH:7]=1.[OH-:19].[Na+]>O.S(=O)(=O)(O)O>[OH:19][C:6]1[CH:18]=[CH:17][C:9]([CH2:10][C:11]2[CH:12]=[N:13][CH:14]=[CH:15][CH:16]=2)=[CH:8][CH:7]=1 |f:0.1,3.4|. Reported procedure: A solution of sodium nitrite (0.350 g) in water (1.5 ml) is cooled in ice, and added, with stirring, to a cold (ice-bath) solution of 3-(4'-aminobenzyl)pyridine (Preparation 8, 0.920 g, 0.0050 mole) in water (3.75 ml), concentrated sulfuric acid (2.5 ml), and ice (7 g). This solution in turn is added dropwise to a third solution of water (5 ml) and sulfuric acid (6.25 ml) that is maintained at 160° C. in an oil bath. The resulting solution is kept at 160° C. for 10 min and then cooled to room te...